Dataset: the Open Reaction Database (ORD), a public repository of structured organic reaction records. Task: describe an organic reaction: reactants, conditions, products, and yield Starting materials: ICC1CCCC1 (iodomethylcyclopentane), C(C)OC(CC1=CC=C(C=C1)S(=O)(=O)N1CCN(CC1)C)=O ([4-(4-methyl-piperazine-1-sulfonyl)-phenyl]-acetic acid ethyl ester), [Li+].CC(C)[N-]C(C)C (LDA). Solvent: COC1=NN(C(=O)S1)CSP(=S)(OC)OC (DMTP), C1CCOC1 (THF), C1CCOC1 (THF), COC1=NN(C(=O)S1)CSP(=S)(OC)OC (DMTP). Conditions: temperature -78 celsius, time 45 minute. Product: C(C)OC(C(CC1CCCC1)C1=CC=C(C=C1)S(=O)(=O)N1CCN(CC1)C)=O (3-cyclopentyl-2-[4-(4-methyl-piperazine-1-sulfonyl)-phenyl]-propionic acid ethyl ester). Reaction SMILES: [CH2:1]([O:3][C:4](=[O:22])[CH2:5][C:6]1[CH:11]=[CH:10][C:9]([S:12]([N:15]2[CH2:20][CH2:19][N:18]([CH3:21])[CH2:17][CH2:16]2)(=[O:14])=[O:13])=[CH:8][CH:7]=1)[CH3:2].[Li+].CC([N-]C(C)C)C.I[CH2:32][CH:33]1[CH2:37][CH2:36][CH2:35][CH2:34]1>C1COCC1.COC1SC(=O)N(CSP(OC)(OC)=S)N=1>[CH2:1]([O:3][C:4](=[O:22])[CH:5]([C:6]1[CH:7]=[CH:8][C:9]([S:12]([N:15]2[CH2:20][CH2:19][N:18]([CH3:21])[CH2:17][CH2:16]2)(=[O:13])=[O:14])=[CH:10][CH:11]=1)[CH2:32][CH:33]1[CH2:37][CH2:36][CH2:35][CH2:34]1)[CH3:2] |f:1.2|. Procedure details: A solution of the title C compound, [4-(4-methyl-piperazine-1-sulfonyl)-phenyl]-acetic acid ethyl ester (15 g, 0.046 mol) in a mixture of THF (60 mL) and DMTP (10 mL) is cooled to −78° C. under nitrogen. The resulting solution is stirred at −78° C. for 45 min and to this is added LDA (25.6 mL, 6.40 g, 0.059 mol, 25% solution in THF/Hexane). A solution of iodomethylcyclopentane (11.60 g, 0.055 mol) in a mixture of DMTP (12 mL) and THF (20 mL) is added over a period of 15 min at −78° C. and reacti... Reaction SMILES: [Br:11][CH2:12][CH2:13][CH2:14][CH3:15].[C:16](=[O:17])([O-:18])[O-:19].[K+:20].[K+:21].[Na+:23].[O:1]1[CH2:2][CH2:3][O:4][C:5]12[CH2:6][CH2:7][NH:8][CH2:9][CH2:10]2.[O:24]=[CH:25][N:26]([CH3:27])[CH3:28].[OH-:22]>>[O:1]1[CH2:2][CH2:3][O:4][C:5]12[CH2:6][CH2:7][N:8]([CH2:12][CH2:13][CH2:14][CH3:15])[CH2:9][CH2:10]2. Starting materials: CCCCBr, O=C([O-])[O-], [K+], [K+], [Na+], C1CC2(CCN1)OCCO2, CN(C)C=O, [OH-]. The product is CCCCN1CCC2(CC1)OCCO2. The reactants are C=C (ethylene), C(C(=C)C)(=O)OCC1CO1 (glycidyl methacrylate), solution B, C(C)(=O)OC=C (vinyl acetate), solution B, C=C (ethylene), C=C (ethylene), C(C)(=O)OC=C (vinyl acetate), C(C(=C)C)(=O)OCC1CO1 (glycidyl methacrylate), C(C(=C)C)(=O)OCC1CO1 (glycidyl methacrylate). Solvent: C(C)(C)(C)O (tert.-butanol), C(C)(C)(C)O (tert.-butanol), C(C)(C)(C)O (tert.-butanol). Product: C=C.C(C)(=O)OC=C.C(C(=C)C)(=O)OCC1CO1 (Ethylene/vinyl acetate glycidyl methacrylate). Reaction SMILES: C=C.[C:3](OC=C)(=O)[CH3:4].[C:9]([O:14][CH2:15][CH:16]1[O:18][CH2:17]1)(=[O:13])[C:10]([CH3:12])=[CH2:11]>C(O)(C)(C)C>[CH2:3]=[CH2:4].[C:9]([O:14][CH:15]=[CH2:16])(=[O:13])[CH3:10].[C:9]([O:14][CH2:15][CH:16]1[O:18][CH2:17]1)(=[O:13])[C:10]([CH3:12])=[CH2:11] |f:4.5.6|. Reported procedure: The cascade of autoclaves of example 1 is continuously charged with 458 g/h of ethylene, a mixture A (1200 ml/h) consisting of 6000 g of vinyl acetate (d=0.79 g/ml), 1000 g of tert.-butanol and 150 g of glycidyl methacrylate (d=1.042 g/ml), a solution B (100 ml/h) consisting of 300 g of vinyl acetate and 500 g of tert.-butanol and a mixture C (100 ml/h) consisting of 150 g of glycidyl methacrylate, 657 g of tert.-butanol and 8 g of tert.-butyl perpivalate. Mixture C is introduced into autoclave ... Yields the product CON=C(C(=O)N=CNO)c1ccccc1COc1ccc(Cl)cc1. Reaction SMILES: [CH3:25][C:26](=[O:27])[OH:28].[CH3:29][CH2:30][O:31][C:32](=[O:33])[CH3:34].[Cl:1][c:2]1[cH:3][cH:4][c:5]([O:6][CH2:7][c:8]2[c:9]([C:14]([C:15](=[O:16])[NH2:17])=[N:18][O:19][CH3:20])[cH:10][cH:11][cH:12][cH:13]2)[cH:21][cH:22]1.[NH2:23][OH:24]>>[Cl:1][c:2]1[cH:3][cH:4][c:5]([O:6][CH2:7][c:8]2[c:9]([C:14]([C:15](=[O:16])[N:17]=[CH:25][NH:23][OH:24])=[N:18][O:19][CH3:20])[cH:10][cH:11][cH:12][cH:13]2)[cH:21][cH:22]1. The reactants are CC(=O)O, CCOC(C)=O, CON=C(C(N)=O)c1ccccc1COc1ccc(Cl)cc1, NO. Procedure details: The procedure is as in Step B of Example 37, starting from thiazolinone and with the replacement of dimethyl 2-{4-[2-chloroethoxy]benzylidene}malonate with dimethyl 2-{4-[(2-chloroethyl)amino]benzylidene}malonate. Yields the product O=C1SC2=C(N1CCNC1=CC=C(C=C(C(=O)OC)C(=O)OC)C=C1)C=CC=C2 (Dimethyl 2-(4-{[2-(2-oxo-1,3-benzothiazol-3(2H)-yl)ethyl]amino}benzylidene)malonate). As a reaction SMILES: [S:1]1[CH2:5][CH:4]=[N:3][C:2]1=[O:6].Cl[CH2:8][CH2:9][NH:10][C:11]1[CH:26]=[CH:25][C:14]([CH:15]=[C:16]([C:21]([O:23][CH3:24])=[O:22])[C:17]([O:19][CH3:20])=[O:18])=[CH:13][CH:12]=1>>[O:6]=[C:2]1[N:3]([CH2:8][CH2:9][NH:10][C:11]2[CH:26]=[CH:25][C:14]([CH:15]=[C:16]([C:21]([O:23][CH3:24])=[O:22])[C:17]([O:19][CH3:20])=[O:18])=[CH:13][CH:12]=2)[C:4]2[CH:26]=[CH:11][CH:12]=[CH:13][C:5]=2[S:1]1. Reactants: S1C(N=CC1)=O (thiazolinone), ClCCNC1=CC=C(C=C(C(=O)OC)C(=O)OC)C=C1 (dimethyl 2-{4-[(2-chloroethyl)amino]benzylidene}malonate). Reaction SMILES: [Br:16][c:17]1[c:18]([CH3:19])[c:20]2[c:21]([cH:22][cH:23]1)[nH:24][c:25]([C:26]([OH:27])=[O:28])[c:29]2[CH3:30].[Br:1][c:2]1[cH:3][c:4]2[c:5]([CH3:15])[c:6]([C:12]([OH:13])=[O:14])[nH:7][c:8]2[cH:9][c:10]1[CH3:11].[ClH:31].[Cu:42].[cH:32]1[cH:33][c:34]2[c:35]([n:36][cH:37][cH:38][cH:39]2)[cH:40][cH:41]1>>[Br:1][c:2]1[cH:3][c:4]2[c:5]([CH3:15])[cH:6][nH:7][c:8]2[cH:9][c:10]1[CH3:11]. Starting materials: Cc1c(Br)ccc2[nH]c(C(=O)O)c(C)c12, Cc1cc2[nH]c(C(=O)O)c(C)c2cc1Br, Cl, [Cu], c1ccc2ncccc2c1. The product is Cc1cc2[nH]cc(C)c2cc1Br.